Task: describe an organic reaction: reactants, conditions, products, and yield. Dataset: the Open Reaction Database (ORD), a public repository of structured organic reaction records The reactants are CC(CC(=O)C=1C(=CNC1)C(=O)OC)C (Methyl 4-(3-methyl-1-oxobutyl)-1H-pyrrole-3-carboxylate), CNN (methylhydrazine). The product is CN1N=C(C=2C(C1=O)=CNC2)CC(C)C (2,6-Dihydro-2-methyl-4-(2-methylpropyl)-1H-pyrrolo[3,4-d]pyridazin-1-one). Reaction SMILES: [CH3:1][CH:2]([CH3:15])[CH2:3][C:4]([C:6]1[C:7]([C:11](OC)=[O:12])=[CH:8][NH:9][CH:10]=1)=O.[CH3:16][NH:17][NH2:18]>>[CH3:16][N:17]1[C:11](=[O:12])[C:7]2=[CH:8][NH:9][CH:10]=[C:6]2[C:4]([CH2:3][CH:2]([CH3:15])[CH3:1])=[N:18]1. Procedure: Methyl 4-(3-methyl-1-oxobutyl)-1H-pyrrole-3-carboxylate (Example 1, step b, 7.8 g) and methylhydrazine (6 ml) were heated at reflux for 18 hours. The solvent was evaporated and the residue was chromatographed, eluting with dichloromethane-ethanol (19:1), to give the sub-title compound as a sand coloured solid (5.2 g). Starting materials: C(C)(=O)C=1C(NC(=CC1O)C)=O (3-acetyl-4-hydroxy-6-methyl-2(1H)-pyridinone), COC(=O)COC=1C=C(C=O)C=CC1 (3-[(methoxycarbonyl)methoxy]benzaldehyde), O (water). Yields the product OC1=C(C(NC(=C1)C)=O)C(C=CC1=CC(=CC=C1)OCC(=O)OC)=O (4-hydroxy-3-[3-[3-[(methoxycarbonyl)methoxy]phenyl]-1-oxo-2-propenyl]-6-methyl-2(1H)-pyridinone). Procedure: In a mixture of 9 ml of pyridine and 150 μl of piperidine were dissolved 0.75 g of 3-acetyl-4-hydroxy-6-methyl-2(1H)-pyridinone and 0.75 g of 3-[(methoxycarbonyl)methoxy]benzaldehyde, and the solution was heated under reflux for 4 hours. After cooled to room temperature, 20 ml of water was added, precipitated crystals were filtered, washed with water, washed with tetrahydrofuran, and dried to obtain 0.42 g of 4-hydroxy-3-[3-[3-[(methoxycarbonyl)methoxy]phenyl]-1-oxo-2-propenyl]-6-methyl-2(1H)-py... Reaction SMILES: [C:1]([C:4]1[C:5](=[O:12])[NH:6][C:7]([CH3:11])=[CH:8][C:9]=1[OH:10])(=[O:3])[CH3:2].[CH3:13][O:14][C:15]([CH2:17][O:18][C:19]1[CH:20]=[C:21]([CH:24]=[CH:25][CH:26]=1)[CH:22]=O)=[O:16].O>N1C=CC=CC=1.N1CCCCC1>[OH:10][C:9]1[CH:8]=[C:7]([CH3:11])[NH:6][C:5](=[O:12])[C:4]=1[C:1](=[O:3])[CH:2]=[CH:22][C:21]1[CH:24]=[CH:25][CH:26]=[C:19]([O:18][CH2:17][C:15]([O:14][CH3:13])=[O:16])[CH:20]=1. The yield is 31.7%. Solvent: N1=CC=CC=C1 (pyridine), N1CCCCC1 (piperidine). The reagents and catalysts are CC(=O)[O-].CC(=O)[O-].[Pd+2] (Pd(OAc)2). Reactants: ClC=1C=CC2=C(CCC3=C(C2=O)C=CC(=C3)OCCCOC(C)=O)C1 (acetic acid 3-(8-chloro-5-oxo-10,11-dihydro-5H-dibenzo[a,d]cyclohepten-2-yloxy)-propyl ester), FC1=C(N)C=CC(=C1)F (2,4-difluoroaniline), P (phosphine), Na—O-tert-butylate. Reaction SMILES: Cl[C:2]1[CH:3]=[CH:4][C:5]2[C:11](=[O:12])[C:10]3[CH:13]=[CH:14][C:15]([O:17][CH2:18][CH2:19][CH2:20][O:21]C(=O)C)=[CH:16][C:9]=3[CH2:8][CH2:7][C:6]=2[CH:25]=1.[F:26][C:27]1[CH:33]=[C:32]([F:34])[CH:31]=[CH:30][C:28]=1[NH2:29].P>C1(C)C=CC=CC=1.C(O)(C)(C)C.CC([O-])=O.CC([O-])=O.[Pd+2]>[F:26][C:27]1[CH:33]=[C:32]([F:34])[CH:31]=[CH:30][C:28]=1[NH:29][C:2]1[CH:3]=[CH:4][C:5]2[C:11](=[O:12])[C:10]3[CH:13]=[CH:14][C:15]([O:17][CH2:18][CH2:19][CH2:20][OH:21])=[CH:16][C:9]=3[CH2:8][CH2:7][C:6]=2[CH:25]=1 |f:5.6.7|. Reported procedure: In accordance with general method O, 0.65 g (1.8 mmol) of acetic acid 3-(8-chloro-5-oxo-10,11-dihydro-5H-dibenzo[a,d]cyclohepten-2-yloxy)-propyl ester, 0.25 g (1.9 mmol) of 2,4-difluoroaniline, 0.04 g of Pd(OAc)2, 0.17 g of phosphine ligand and 0.74 g (7.7 mmol) of Na—O-tert-butylate are reacted in 10 ml of toluene and 2 ml of tert-BuOH. Yield: 42%; m.p.: 154° C. The product is FC1=C(C=CC(=C1)F)NC1=CC2=C(C(C3=C(CC2)C=C(C=C3)OCCCO)=O)C=C1 (2-(2,4-Difluorophenylamino)-8-(3-hydroxypropoxy)-10,11-dihydrodibenzo[a,d]-cyclohepten-5-one). Solvent: C1(=CC=CC=C1)C (toluene), C(C)(C)(C)O (tert-BuOH). Yield: 42.0%. The reactants are C1CCNC1, CO, O=C1Cc2ccccc2N1, O=Cc1ccccn1. The product is O=C1Nc2ccccc2C1=Cc1ccccn1. Reaction SMILES: [CH2:19]1[CH2:20][NH:21][CH2:22][CH2:23]1.[CH3:24][OH:25].[NH:1]1[C:2](=[O:10])[CH2:3][c:4]2[cH:5][cH:6][cH:7][cH:8][c:9]21.[n:11]1[c:12]([CH:17]=[O:18])[cH:13][cH:14][cH:15][cH:16]1>>[NH:1]1[C:2](=[O:10])[C:3](=[CH:17][c:12]2[n:11][cH:16][cH:15][cH:14][cH:13]2)[c:4]2[cH:5][cH:6][cH:7][cH:8][c:9]21. The reactants are CC(=O)[O-], CC(=O)[O-], CC(=O)O, CC(=O)O, O=C(O)O, CCC1C=C(C)CC(C)CC(OC)C2OC(O)(C(=O)C(=O)N3CCCCC3C(=O)OC(C(C)=CC3CCC(O)C(OC)C3)C(C)C(O)CC1=O)C(C)CC2OC, CC(=O)O, ClCCl, Clc1ccc([Bi](c2ccc(Cl)cc2)c2ccc(Cl)cc2)cc1, Clc1ccc([Bi](c2ccc(Cl)cc2)c2ccc(Cl)cc2)cc1, [Cu+2], [Na+], O=C([O-])O. Yields the product CCC1C=C(C)CC(C)CC(OC)C2OC(O)(C(=O)C(=O)N3CCCCC3C(=O)OC(C(C)=CC3CCC(Oc4ccc(Cl)cc4)C(OC)C3)C(C)C(O)CC1=O)C(C)CC2OC. Reaction SMILES: [C:125]([O-:126])(=[O:127])[CH3:128].[C:130]([O-:131])(=[O:132])[CH3:133].[C:57]([OH:58])(=[O:59])[CH3:60].[C:61]([OH:62])(=[O:63])[CH3:64].[C:91](=[O:92])([OH:93])[OH:94].[CH2:1]([CH3:2])[CH:3]1[C:4](=[O:56])[CH2:5][CH:6]([OH:55])[CH:7]([CH3:54])[CH:8]([C:42](=[CH:43][CH:44]2[CH2:45][CH:46]([O:51][CH3:52])[CH:47]([OH:50])[CH2:48][CH2:49]2)[CH3:53])[O:9][C:10](=[O:41])[CH:11]2[CH2:12][CH2:13][CH2:14][CH2:15][N:16]2[C:17](=[O:40])[C:18](=[O:39])[C:19]2([OH:38])[CH:20]([CH3:37])[CH2:21][CH:22]([O:35][CH3:36])[CH:23]([CH:24]([O:32][CH3:33])[CH2:25][CH:26]([CH3:31])[CH2:27][C:28]([CH3:30])=[CH:29]1)[O:34]2.[CH3:87][C:88](=[O:89])[OH:90].[Cl:117][CH2:118][Cl:119].[Cl:65][c:66]1[cH:67][cH:68][c:69]([Bi:72]([c:73]2[cH:74][cH:75][c:76]([Cl:77])[cH:78][cH:79]2)[c:80]2[cH:81][cH:82][c:83]([Cl:84])[cH:85][cH:86]2)[cH:70][cH:71]1.[Cl:95][c:96]1[cH:97][cH:98][c:99]([Bi:100]([c:101]2[cH:102][cH:103][c:104]([Cl:105])[cH:106][cH:107]2)[c:108]2[cH:109][cH:110][c:111]([Cl:112])[cH:113][cH:114]2)[cH:115][cH:116]1.[Cu+2:129].[Na+:124].[O-:120][C:121]([OH:122])=[O:123]>>[CH2:1]([CH3:2])[CH:3]1[C:4](=[O:56])[CH2:5][CH:6]([OH:55])[CH:7]([CH3:54])[CH:8]([C:42](=[CH:43][CH:44]2[CH2:45][CH:46]([O:51][CH3:52])[CH:47]([O:50][c:69]3[cH:68][cH:67][c:66]([Cl:65])[cH:71][cH:70]3)[CH2:48][CH2:49]2)[CH3:53])[O:9][C:10](=[O:41])[CH:11]2[CH2:12][CH2:13][CH2:14][CH2:15][N:16]2[C:17](=[O:40])[C:18](=[O:39])[C:19]2([OH:38])[CH:20]([CH3:37])[CH2:21][CH:22]([O:35][CH3:36])[CH:23]([CH:24]([O:32][CH3:33])[CH2:25][CH:26]([CH3:31])[CH2:27][C:28]([CH3:30])=[CH:29]1)[O:34]2. The reactants are C([C@@H](C(=O)O)O)C(=O)O (L-(−)-Malic acid), CC1=CC=C(C=C1)S(=O)(=O)[O-].C1=CC=[NH+]C=C1 (PPTS). Run in COC(C)(C)OC (2,2-dimethoxy propane). Run at time 48 hour. The product is CC1(OC([C@@H](O1)CC(=O)O)=O)C (((S)-2,2-Dimethyl-5-oxo-[1,3]dioxolan-4-yl)-acetic acid). Yield: 2850.2%. Reaction SMILES: [CH2:1]([C:7]([OH:9])=[O:8])[C@H:2]([OH:6])[C:3]([OH:5])=[O:4].[CH3:10][C:11]1C=CC(S([O-])(=O)=O)=C[CH:12]=1.C1C=C[NH+]=CC=1>COC(OC)(C)C>[CH3:10][C:11]1([CH3:12])[O:6][C@@H:2]([CH2:1][C:7]([OH:9])=[O:8])[C:3](=[O:5])[O:4]1 |f:1.2|. Procedure details: To a suspension of L-(−)-Malic acid (100.0 g, 0.74 mol) in 2,2-dimethoxy propane (200 mL) was added PPTS (2.60 g, 15.11 mmol) at room temperature (25° C.). The reaction mixture stirred at same temperature over a period of 48 h. The resulting mixture was partitioned between water (1.0 L) and dichloromethane (2.5 L), the aqueous layer was extracted twice with dichloromethane (2×500 mL). The combined organic layers dried (Na2SO4) and concentrated under reduced pressure to obtain colourless solid (7... Reactants: CN(CCCC1NC2=C(N3C4=C1C=CC=C4CC3)C=CC=C2)C (N,N-dimethyl-1,2,6,7-tetrahydrobenzo[b]pyrrolo[3,2,1-jk][1,4]benzodiazepine-6-propanamine), ClC(=O)OCC (ethyl chloroformate), ClC(=O)OCC (ethyl chloroformate). Run in C(Cl)(Cl)Cl (chloroform), C(Cl)(Cl)Cl (chloroform). Run at time 4.5 hour. The product is Cl.CN(CCCC1N(C2=C(N3C4=C1C=CC=C4CC3)C=CC=C2)C(=O)OCC)C (N,N-Dimethyl-7-ethoxycarbonyl-1,2,6,7-tetrahydrobenzo[b]pyrrolo[3,2,1-jk][1,4]benzodiazepine-6-propanamine hydrochloride). RXN SMILES: [CH3:1][N:2]([CH3:23])[CH2:3][CH2:4][CH2:5][CH:6]1[C:12]2[CH:13]=[CH:14][CH:15]=[C:16]3[CH2:17][CH2:18][N:10]([C:11]=23)[C:9]2[CH:19]=[CH:20][CH:21]=[CH:22][C:8]=2[NH:7]1.[Cl:24][C:25]([O:27][CH2:28][CH3:29])=[O:26]>C(Cl)(Cl)Cl>[ClH:24].[CH3:23][N:2]([CH3:1])[CH2:3][CH2:4][CH2:5][CH:6]1[C:12]2[CH:13]=[CH:14][CH:15]=[C:16]3[CH2:17][CH2:18][N:10]([C:11]=23)[C:9]2[CH:19]=[CH:20][CH:21]=[CH:22][C:8]=2[N:7]1[C:25]([O:27][CH2:28][CH3:29])=[O:26] |f:3.4|. Procedure details: A stirred solution of 6.1 g of N,N-dimethyl-1,2,6,7-tetrahydrobenzo[b]pyrrolo[3,2,1-jk][1,4]benzodiazepine-6-propanamine in 100 ml of chloroform was treated at room temperature with 2.1 ml of ethyl chloroformate. A thick solid precipitated out of solution within 5 minutes. After stirring the mixture for 4.5 hours at room temperature under nitrogen, another 50 ml of chloroform was added and the mixture was refluxed overnight. TLC at this point showed the reaction to be about half complete, with s... The product is C(CC)[C@@H]1CC[C@H](CC1)[C@@H]1CC[C@H](CC1)C(OC1=CC(=C(C(=C1)F)F)F)(F)F (1-(trans-4-(trans-4-propylcyclohexyl)-cyclohexyldifluoromethoxy)-3,4,5-trifluorobenzene). As a reaction SMILES: [CH2:1]([C@H:4]1[CH2:9][CH2:8][C@H:7]([CH:10]2[CH2:15][CH2:14][C:13]([C:16]([F:28])([F:27])[O:17][C:18]3[CH:23]=[C:22]([F:24])[C:21]([F:25])=[C:20]([F:26])[CH:19]=3)=[CH:12][CH2:11]2)[CH2:6][CH2:5]1)[CH2:2][CH3:3]>C1(C)C=CC=CC=1.C(O)C.[C].[Pd]>[CH2:1]([C@H:4]1[CH2:5][CH2:6][C@H:7]([C@H:10]2[CH2:11][CH2:12][C@H:13]([C:16]([F:27])([F:28])[O:17][C:18]3[CH:19]=[C:20]([F:26])[C:21]([F:25])=[C:22]([F:24])[CH:23]=3)[CH2:14][CH2:15]2)[CH2:8][CH2:9]1)[CH2:2][CH3:3] |f:1.2,3.4|. Reported procedure: In a nitrogen-purged 1-L stainless steel autoclave, 7.3 g (18.1 mmol) of 1-(4-(trans-4-propylcyclohexyl)cyclohexene-1-yl-difluoromethoxy)-3,4,5-trifluorobenzene obtained in the second step was dissolved in 250 ml of a mixed solution of equal amount of toluene/ethanol. 0.6 g of 5% palladium carbon catalyst was added thereto, and the mixture was stirred at room temperature under a hydrogen pressure of 0.8 MPa for 5 hours. The catalyst was separated from the reaction mixture by filtration, and then... Run in mixed solution, C1(=CC=CC=C1)C.C(C)O (toluene ethanol). The reagents and catalysts are [C].[Pd] (palladium carbon). Conditions: time 5 hour. Isolated yield 69.7%. The reactants are 1-L, stainless steel, C(CC)[C@@H]1CC[C@H](CC1)C1CC=C(CC1)C(OC1=CC(=C(C(=C1)F)F)F)(F)F (1-(4-(trans-4-propylcyclohexyl)cyclohexene-1-yl-difluoromethoxy)-3,4,5-trifluorobenzene).